This data is from the Open Reaction Database (ORD), a public repository of structured organic reaction records. The task is: describe an organic reaction: reactants, conditions, products, and yield Starting materials: C(CC)C=1N(C2=C(C=NC=3C=CC=CC23)N1)CCCCC(=O)OCC (Ethyl 5-(2-propyl-1H-imidazo[4,5-c]quinolin-1-yl)pentanoate), C(C)(=O)[O-].[NH4+] (ammonium acetate), [OH-].[NH4+] (Ammonium hydroxide). Run at temperature 130 celsius. Yields the product C(CC)C=1N(C2=C(C=NC=3C=CC=CC23)N1)CCCCC(=O)N (5-(2-propyl-1H-imidazo[4,5-c]quinolin-1-yl)pentanamide). Yield: 56.7%. RXN SMILES: [CH2:1]([C:4]1[N:5]([CH2:17][CH2:18][CH2:19][CH2:20][C:21]([O:23]CC)=O)[C:6]2[C:15]3[CH:14]=[CH:13][CH:12]=[CH:11][C:10]=3[N:9]=[CH:8][C:7]=2[N:16]=1)[CH2:2][CH3:3].C([O-])(=O)C.[NH4+:30].[OH-].[NH4+]>>[CH2:1]([C:4]1[N:5]([CH2:17][CH2:18][CH2:19][CH2:20][C:21]([NH2:30])=[O:23])[C:6]2[C:15]3[CH:14]=[CH:13][CH:12]=[CH:11][C:10]=3[N:9]=[CH:8][C:7]=2[N:16]=1)[CH2:2][CH3:3] |f:1.2,3.4|. Reported procedure: Ethyl 5-(2-propyl-1H-imidazo[4,5-c]quinolin-1-yl)pentanoate (5.4 g, 15.9 mmol), prepared as described in Parts A through C of Example 34) and ammonium acetate (11.0 g, 143 mmol) were sealed in a high-pressure vessel and heated for two days at 130° C. and then allowed to cool to ambient temperature. Ammonium hydroxide was added to adjust the mixture to a neutral pH. The mixture was then extracted with dichloromethane, and the combined extracts were washed with saturated aqueous sodium bicarbonate...